describe an organic reaction: reactants, conditions, products, and yield From a dataset of the Open Reaction Database (ORD), a public repository of structured organic reaction records. Reaction SMILES: [CH3:32][CH2:33][N:34]=[C:35]=[N:36][CH2:37][CH2:38][CH2:39][N:40]([CH3:41])[CH3:42].[CH:1]([N:2]([CH2:3][CH3:4])[CH:5]([CH3:6])[CH3:7])([CH3:8])[CH3:9].[ClH:43].[F:10][c:11]1[cH:12][c:13]([C:14](=[O:15])[OH:16])[cH:17][c:18]([F:21])[c:19]1[F:20].[O:44]=[C:45]([CH2:46][NH:47][C:48](=[O:49])[c:50]1[cH:51][cH:52][c:53](-[c:56]2[cH:57][cH:58][cH:59][cH:60][cH:61]2)[cH:54][cH:55]1)[N:62]1[CH2:63][CH2:64][NH:65][CH2:66][CH2:67]1.[O:68]=[CH:69][N:70]([CH3:71])[CH3:72].[OH2:73].[OH:22][n:23]1[c:24]2[c:25]([cH:26][cH:27][cH:28][cH:29]2)[n:30][n:31]1>>[F:10][c:11]1[cH:12][c:13]([C:14](=[O:16])[N:65]2[CH2:64][CH2:63][N:62]([C:45](=[O:44])[CH2:46][NH:47][C:48](=[O:49])[c:50]3[cH:51][cH:52][c:53](-[c:56]4[cH:57][cH:58][cH:59][cH:60][cH:61]4)[cH:54][cH:55]3)[CH2:67][CH2:66]2)[cH:17][c:18]([F:21])[c:19]1[F:20]. Product: O=C(NCC(=O)N1CCN(C(=O)c2cc(F)c(F)c(F)c2)CC1)c1ccc(-c2ccccc2)cc1. Reactants: CCN=C=NCCCN(C)C, CCN(C(C)C)C(C)C, Cl, O=C(O)c1cc(F)c(F)c(F)c1, O=C(NCC(=O)N1CCNCC1)c1ccc(-c2ccccc2)cc1, CN(C)C=O, O, On1nnc2ccccc21. Reactants: C(C1=CC=CC=C1)(=O)NC(OC1=CC=CC=C1)=NCCCOC1=CC=CC=C1 (N-benzoyl-N'-(3-phenoxypropyl)-O-phenyl-isourea), N1C=NC(=C1)CCCN (3-(imidazol-4-yl)-propylamine). Run in C(C)#N (acetonitrile). The product is C(C1=CC=CC=C1)(=O)NC(=NCCCOC1=CC=CC=C1)NCCCC=1N=CNC1 (N-Benzoyl-N'-[3-(imidazol-4-yl)propyl]-N"-(3-phenoxypropyl)-guanidine). Reaction SMILES: [C:1]([NH:9][C:10](=[N:18][CH2:19][CH2:20][CH2:21][O:22][C:23]1[CH:28]=[CH:27][CH:26]=[CH:25][CH:24]=1)OC1C=CC=CC=1)(=[O:8])[C:2]1[CH:7]=[CH:6][CH:5]=[CH:4][CH:3]=1.[NH:29]1[CH:33]=[C:32]([CH2:34][CH2:35][CH2:36][NH2:37])[N:31]=[CH:30]1>C(#N)C>[C:1]([NH:9][C:10]([NH:37][CH2:36][CH2:35][CH2:34][C:32]1[N:31]=[CH:30][NH:29][CH:33]=1)=[N:18][CH2:19][CH2:20][CH2:21][O:22][C:23]1[CH:24]=[CH:25][CH:26]=[CH:27][CH:28]=1)(=[O:8])[C:2]1[CH:3]=[CH:4][CH:5]=[CH:6][CH:7]=1. Procedure: The previously obtained solution of 6.1 mmol of N-benzoyl-N'-(3-phenoxypropyl)-O-phenyl-isourea is concentrated by evaporation under vacuum and the residue is dissolved in acetonitrile and then heated under reflux for 3 hours after the addition of 0.8 g (6.4 mmol) of 3-(imidazol-4-yl)-propylamine. The reaction mixture obtained is then concentrated by evaporation under vacuum, the residue is taken up with dilute hydrochloric acid and the aqueous solution is extracted three times with ether. After... Reactants: ClN1C(CCC1=O)=O (N-Chlorosuccinimide), C(C1=CC=CC=C1)(=O)OOC(C1=CC=CC=C1)=O (Benzoyl peroxide), CON1C=CC2=NC(=C(C=C21)C(=O)OCC)C(=O)OCC (diethyl 1-methoxypyrrolo[3,2-b]pyridine-5,6-dicarboxylate). The solvent is C(Cl)(Cl)(Cl)Cl (carbon tetrachloride). Reaction conditions: temperature 60 celsius. The product is hexanes ethyl acetate, CON1C=C(C2=NC(=C(C=C21)C(=O)OCC)C(=O)OCC)Cl (diethyl 1-methoxy-3-chloropyrrolo[3,2-b]pyridine-5,6-dicarboxylate). Isolated yield 51.0%. As a reaction SMILES: C(OOC(=O)C1C=CC=CC=1)(=O)C1C=CC=CC=1.[CH3:19][O:20][N:21]1[C:29]2[C:24](=[N:25][C:26]([C:35]([O:37][CH2:38][CH3:39])=[O:36])=[C:27]([C:30]([O:32][CH2:33][CH3:34])=[O:31])[CH:28]=2)[CH:23]=[CH:22]1.[Cl:40]N1C(=O)CCC1=O>C(Cl)(Cl)(Cl)Cl>[CH3:19][O:20][N:21]1[C:29]2[C:24](=[N:25][C:26]([C:35]([O:37][CH2:38][CH3:39])=[O:36])=[C:27]([C:30]([O:32][CH2:33][CH3:34])=[O:31])[CH:28]=2)[C:23]([Cl:40])=[CH:22]1. Procedure details: Benzoyl peroxide (0.91 g, 0.037 mol) is added to diethyl 1-methoxypyrrolo[3,2-b]pyridine-5,6-dicarboxylate (1.0 g, 0.003 mol) dissolved in (40 mL) carbon tetrachloride under a nitrogen atmosphere and the suspension stirred for ten minutes. N-Chlorosuccinimide (0.84 g, 0.0063 mol) is then added and the reaction heated at 60° C. for four hours. The mixtue is cooled to room temperature and the inorganics are removed by filtration. The organic mother liquors are washed with water and sodium bisulfit... Starting materials: COC(=O)c1coc2cc(O[Si](C(C)C)(C(C)C)C(C)C)ccc12, CCOC(C)=O, CN(C)C=O, O. The product is COC(=O)c1coc2cc(O)ccc12. RXN SMILES: [CH3:1][O:2][C:3](=[O:4])[c:5]1[cH:6][o:7][c:8]2[c:9]1[cH:10][cH:11][c:12]([O:14][Si:15]([CH:16]([CH3:17])[CH3:18])([CH:19]([CH3:20])[CH3:21])[CH:22]([CH3:23])[CH3:24])[cH:13]2.[CH3:25][CH2:26][O:27][C:28]([CH3:29])=[O:30].[O:32]=[CH:33][N:34]([CH3:35])[CH3:36].[OH2:31]>>[CH3:1][O:2][C:3](=[O:4])[c:5]1[cH:6][o:7][c:8]2[c:9]1[cH:10][cH:11][c:12]([OH:14])[cH:13]2. Starting materials: COC(=O)c1ccc(C#N)c(OCCc2ccc(Cl)cc2Cl)c1, CS(C)=O, CCOC(C)=O, OO. The product is COC(=O)c1ccc(C(N)=O)c(OCCc2ccc(Cl)cc2Cl)c1. Reaction SMILES: [CH3:1][O:2][C:3]([c:4]1[cH:5][c:6]([O:12][CH2:13][CH2:14][c:15]2[c:16]([Cl:22])[cH:17][c:18]([Cl:21])[cH:19][cH:20]2)[c:7]([C:10]#[N:11])[cH:8][cH:9]1)=[O:23].[CH3:24][S:25](=[O:26])[CH3:27].[CH3:30][CH2:31][O:32][C:33](=[O:34])[CH3:35].[OH:28][OH:29]>>[CH3:1][O:2][C:3]([c:4]1[cH:5][c:6]([O:12][CH2:13][CH2:14][c:15]2[c:16]([Cl:22])[cH:17][c:18]([Cl:21])[cH:19][cH:20]2)[c:7]([C:10]([NH2:11])=[O:26])[cH:8][cH:9]1)=[O:23]. The reactants are [K] (potassium), BrC(C(=O)O)C(C)C (α-bromoisovaleric acid), FC1=C(N)C=CC(=C1)Cl (2-fluoro-4-chloroaniline). Yields the product FC1=C(C=CC(=C1)Cl)N[C@@H](C(C)C)C(=O)O (N-(2-fluoro-4-chlorophenyl)valine). Reaction SMILES: [K].Br[CH:3]([CH:7]([CH3:9])[CH3:8])[C:4]([OH:6])=[O:5].[F:10][C:11]1[CH:17]=[C:16]([Cl:18])[CH:15]=[CH:14][C:12]=1[NH2:13]>>[F:10][C:11]1[CH:17]=[C:16]([Cl:18])[CH:15]=[CH:14][C:12]=1[NH:13][C@H:3]([C:4]([OH:6])=[O:5])[CH:7]([CH3:9])[CH3:8] |^1:0|. Procedure: N-(2-fluoro-4-chlorophenyl)valine and m-phenoxybenzyl bromide are reacted using the process of Example 42 to yield the m-phenoxybenzyl ester of N-(2-fluoro-4-chlorophenyl)valine, MS m/e 427.1 (M+, 4.1), 200 (100). N-(2-fluoro-4-chlorophenyl)valine is prepared by heating the potassium salt of α-bromoisovaleric acid and 2-fluoro-4-chloroaniline neat at 130° for about 2 hours. RXN SMILES: [Br-:26].[CH2:38]1[O:39][CH2:40][CH2:41][CH2:42]1.[CH3:33][CH2:34][O:35][CH2:36][CH3:37].[CH:27]1([Mg+:32])[CH2:28][CH2:29][CH2:30][CH2:31]1.[n:1]1[cH:2][cH:3][cH:4][cH:5][c:6]1[S:7][C:8]([CH2:9][CH2:10][c:11]1[cH:12][cH:13][c:14]([O:17][CH2:18][c:19]2[cH:20][cH:21][cH:22][cH:23][cH:24]2)[cH:15][cH:16]1)=[O:25]>>[C:8]([CH2:9][CH2:10][c:11]1[cH:12][cH:13][c:14]([O:17][CH2:18][c:19]2[cH:20][cH:21][cH:22][cH:23][cH:24]2)[cH:15][cH:16]1)(=[O:25])[CH:27]1[CH2:28][CH2:29][CH2:30][CH2:31]1. Starting materials: [Br-], C1CCOC1, CCOCC, [Mg+]C1CCCC1, O=C(CCc1ccc(OCc2ccccc2)cc1)Sc1ccccn1. The product is O=C(CCc1ccc(OCc2ccccc2)cc1)C1CCCC1. The reactants are BrC=1C=C(C=C(C1OS(=O)(=O)C)OCC)C1C(=C(NC=2CC(CC(C12)=O)CCC)C)C#N (4-(3-Bromo-4-mesyloxy-5-ethoxyphenyl)-2-methyl-5-oxo-7-propyl-1,4,5,6,7,8-hexahydroquinoline-3-carbonitrile), FC1=CC=C(C=C1)[N+](=O)[O-] (1-fluoro-4-nitrobenzene), C([O-])([O-])=O.[Cs+].[Cs+] (cesium carbonate), ClCCl (Dichloromethane). Solvent: CS(=O)C (dimethyl sulfoxide). Run at temperature 80 celsius, time 16 hour. The product is BrC=1C=C(C=C(C1OC1=CC=C(C=C1)[N+](=O)[O-])OCC)C1C(=C(NC=2CC(CC(C12)=O)CCC)C)C#N (4-[3-Bromo-5-ethoxy-4-(4-nitrophenoxy)-phenyl]-2-methyl-5-oxo-7-propyl-1,4,5,6,7,8-hexahydroquinoline-3-carbonitrile). As a reaction SMILES: [Br:1][C:2]1[CH:3]=[C:4]([CH:16]2[C:25]3[C:24](=[O:26])[CH2:23][CH:22]([CH2:27][CH2:28][CH3:29])[CH2:21][C:20]=3[NH:19][C:18]([CH3:30])=[C:17]2[C:31]#[N:32])[CH:5]=[C:6]([O:13][CH2:14][CH3:15])[C:7]=1[O:8]S(C)(=O)=O.F[C:34]1[CH:39]=[CH:38][C:37]([N+:40]([O-:42])=[O:41])=[CH:36][CH:35]=1.C(=O)([O-])[O-].[Cs+].[Cs+].ClCCl>CS(C)=O>[Br:1][C:2]1[CH:3]=[C:4]([CH:16]2[C:25]3[C:24](=[O:26])[CH2:23][CH:22]([CH2:27][CH2:28][CH3:29])[CH2:21][C:20]=3[NH:19][C:18]([CH3:30])=[C:17]2[C:31]#[N:32])[CH:5]=[C:6]([O:13][CH2:14][CH3:15])[C:7]=1[O:8][C:34]1[CH:39]=[CH:38][C:37]([N+:40]([O-:42])=[O:41])=[CH:36][CH:35]=1 |f:2.3.4|. Reported procedure: A mixture of the product of step b (0.20 g), 1-fluoro-4-nitrobenzene (53 μL) and cesium carbonate (0.22 g) was dissolved in dimethyl sulfoxide (1 mL) and stirred at 80° C. for 16 h. Dichloromethane was added and the reaction mixture was washed with a solution of 1% hydrochloric acid in water and with saturated brine. The organic phase was concentrated and the title compound was obtained after flash column chromatography (silica gel, heptane/ethyl acetate).